From a dataset of the Open Reaction Database (ORD), a public repository of structured organic reaction records. describe an organic reaction: reactants, conditions, products, and yield Starting materials: NC1=NC=NC(=C1C(=O)N)N1CCC(CC1)C=1N(C=C(N1)C1=CC(=C(C=C1)F)C(F)(F)F)C (4-Amino-6-{4-[4-(4-fluoro-3-trifluoromethyl-phenyl)-1-methyl-1H-imidazol-2-yl]-piperidin-1-yl}-pyrimidine-5-carboxamide), NC1=NC=NC(=C1C#N)N1CCC(CC1)C=1N(C=C(N1)C1=CC(=C(C=C1)F)C(F)(F)F)CCNCC1CC1 (4-Amino-6-{4-[1-[2-(cyclopropylmethyl-amino)-ethyl]-4-(4-fluoro-3-trifluoromethyl-phenyl)-1H-imidazol-2-yl]-piperidin-1-yl}-pyrimidine-5-carbonitrile). The product is NC1=NC=NC(=C1C(=O)N)N1CCC(CC1)C=1N(C=C(N1)C1=CC(=C(C=C1)F)C(F)(F)F)CCNCC1CC1 (4-Amino-6-{4-[1-[2-(cyclopropylmethyl-amino)-ethyl]-4-(4-fluoro-3-trifluoromethyl-phenyl)-1H-imidazol-2-yl]-piperidin-1-yl}-pyrimidine-5-carboxylic acid amide). As a reaction SMILES: [NH2:1][C:2]1[C:7]([C:8]([NH2:10])=[O:9])=[C:6]([N:11]2[CH2:16][CH2:15][CH:14]([C:17]3[N:18]([CH3:33])[CH:19]=[C:20]([C:22]4[CH:27]=[CH:26][C:25]([F:28])=[C:24]([C:29]([F:32])([F:31])[F:30])[CH:23]=4)[N:21]=3)[CH2:13][CH2:12]2)[N:5]=[CH:4][N:3]=1.NC1C(C#N)=C(N2CCC(C3N(C[CH2:66][NH:67][CH2:68][CH:69]4[CH2:71][CH2:70]4)C=C(C4C=CC(F)=C(C(F)(F)F)C=4)N=3)CC2)N=CN=1>>[NH2:1][C:2]1[C:7]([C:8]([NH2:10])=[O:9])=[C:6]([N:11]2[CH2:16][CH2:15][CH:14]([C:17]3[N:18]([CH2:33][CH2:66][NH:67][CH2:68][CH:69]4[CH2:71][CH2:70]4)[CH:19]=[C:20]([C:22]4[CH:27]=[CH:26][C:25]([F:28])=[C:24]([C:29]([F:32])([F:31])[F:30])[CH:23]=4)[N:21]=3)[CH2:13][CH2:12]2)[N:5]=[CH:4][N:3]=1. Reported procedure: The title compound was prepared in an analogous manner as 4-Amino-6-{4-[4-(4-fluoro-3-trifluoromethyl-phenyl)-1-methyl-1H-imidazol-2-yl]-piperidin-1-yl}-pyrimidine-5-carboxamide using 4-Amino-6-{4-[1-[2-(cyclopropylmethyl-amino)-ethyl]-4-(4-fluoro-3-trifluoromethyl-phenyl)-1H-imidazol-2-yl]-piperidin-1-yl}-pyrimidine-5-carbonitrile instead of 4-amino-6-(4-{4-[4-fluoro-3-(trifluoromethyl)phenyl]-1-methyl-1H-imidazol-2-yl}piperidin-1-yl)pyrimidine-5-carbonitrile. LC-MS: (M+1=547, obsd.=547). Reactants: NC1=NNC=C1C(=O)C=1OC=CC1 ((3-amino-1H-pyrazol-4-yl)-2-furanylmethanone), CN(C=CC(=O)C=1C=C(C=CC1)N(S(=O)(=O)C1=CC=C(C=C1)C)CC)C (N-[3-[3-(dimethylamino)-1-oxo-2-propenyl]phenyl]-N-ethyl-4-methylbenzenesulfonamide). Solvent: C(C)(=O)O (acetic acid). Yields the product C(C)N(S(=O)(=O)C1=CC=C(C=C1)C)C1=CC(=CC=C1)C1=CC=NC=2N1N=CC2C(=O)C=2OC=CC2 (N-ethyl-N-[3-[3-(2-furanylcarbonyl)pyrazolo[1,5-a]pyrimidin-7-yl]phenyl]-4-methylbenzenesulfonamide). Reaction SMILES: [NH2:1][C:2]1[C:6]([C:7]([C:9]2[O:10][CH:11]=[CH:12][CH:13]=2)=[O:8])=[CH:5][NH:4][N:3]=1.CN(C)[CH:16]=[CH:17][C:18]([C:20]1[CH:21]=[C:22]([N:26]([CH2:37][CH3:38])[S:27]([C:30]2[CH:35]=[CH:34][C:33]([CH3:36])=[CH:32][CH:31]=2)(=[O:29])=[O:28])[CH:23]=[CH:24][CH:25]=1)=O>C(O)(=O)C>[CH2:37]([N:26]([C:22]1[CH:23]=[CH:24][CH:25]=[C:20]([C:18]2[N:3]3[N:4]=[CH:5][C:6]([C:7]([C:9]4[O:10][CH:11]=[CH:12][CH:13]=4)=[O:8])=[C:2]3[N:1]=[CH:16][CH:17]=2)[CH:21]=1)[S:27]([C:30]1[CH:31]=[CH:32][C:33]([CH3:36])=[CH:34][CH:35]=1)(=[O:29])=[O:28])[CH3:38]. Procedure: A mixture of 5.9 g of (3-amino-1H-pyrazol-4-yl)-2-furanylmethanone, 12.4 g of N-[3-[3-(dimethylamino)-1-oxo-2-propenyl]phenyl]-N-ethyl-4-methylbenzenesulfonamide and 200 ml of glacial acetic acid was refluxed for 18 hours, then cooled to room temperature and evaporated to dryness. The residue was partitioned between 200 ml of dichloromethane and 100 ml of saturated aqueous sodium bicarbonate. The dichloromethane layer was dried, then filtered through hydrous magnesium silicate and washed with 20... The reactants are NC1=C(C(=O)OCC2=CC=CC=C2)C=CC=N1 (benzyl 2-aminonicotinate), CN(C=O)C (dimethylformamide), COC1=NC(=NC(=C1)OC)S(=O)(=O)C (4,6-dimethoxy-2-methylsulfonylpyrimidine), [H-].[Na+] (sodium hydride). The solvent is O (water). Conditions: temperature 100 celsius, time 2 hour. The product is COC1=NC(=NC(=C1)OC)NC1=C(C(=O)OCC2=CC=CC=C2)C=CC=N1 (benzyl 2-(4,6-dimethoxypyrimidin-2-ylamino)nicotinate). Isolated yield 43.7%. Reaction SMILES: [NH2:1][C:2]1[N:17]=[CH:16][CH:15]=[CH:14][C:3]=1[C:4]([O:6][CH2:7][C:8]1[CH:13]=[CH:12][CH:11]=[CH:10][CH:9]=1)=[O:5].[CH3:18][O:19][C:20]1[CH:25]=[C:24]([O:26][CH3:27])[N:23]=[C:22](S(C)(=O)=O)[N:21]=1.[H-].[Na+].CN(C)C=O>O>[CH3:18][O:19][C:20]1[CH:25]=[C:24]([O:26][CH3:27])[N:23]=[C:22]([NH:1][C:2]2[N:17]=[CH:16][CH:15]=[CH:14][C:3]=2[C:4]([O:6][CH2:7][C:8]2[CH:13]=[CH:12][CH:11]=[CH:10][CH:9]=2)=[O:5])[N:21]=1 |f:2.3|. Procedure: 2.3 g (0.01 mol) of benzyl 2-aminonicotinate, 2.2 g (0.01 mol) of 4,6-dimethoxy-2-methylsulfonylpyrimidine and 0.4 g (0.01 mol) of 60% sodium hydride were weighed, and 10 ml of dimethylformamide was added thereto and the mixture was stirred at 100° C. for 2 hours. The mixture was then poured into water, and was extracted with 100 ml of ethyl acetate. The extracted material was then washed with water and a saturated sodium chloride aqueous solution, and was dried with anhydrous sodium sulfate. Af... The product is FC(C1=NC=2N(C=CC=3C2C=C(N3)C(=O)OCC)C1)(F)F (Ethyl 2-trifluoromethylimidazo[1,2-a]pyrrolo[3,2-c]pyridine-8-carboxylate). Procedure: From 6e (yield: 79%); mp 230-231° C.; IR (KBr) 3283, 1686, 1264 cm−1; 1H NMR (400 MHz, acetone-d6) δ 1.43 (t, 3H, J=7 Hz), 4.43 (q, 2H, J=7 Hz), 7.33 (d, 1H, J=7 Hz), 7.55 (s, 1H), 8.33 (s, 1H), 8.37 (d, 1H, J=7 Hz), 11.74 (brs, 1H); 13C NMR (100 MHz, acetone-d6) δ 14.6, 61.5, 104.3, 107.9, 114.2, 114.8, 124.4 (d, 1JF-C=266 Hz), 125.3, 127.9, 133.8 (q, 2JF-C=37 Hz), 134.4, 143.1; 161.4; MS m/z 297 (M+, 66), 251 (100), 223 (27), 154 (14). Anal. Calcd for C13H10F3N3O2: C, 52.53; H, 3.39; N, 14.14.... As a reaction SMILES: [N:1]([C:4](=[CH:10][C:11]1[C:12]2[N:13]([CH:17]=[C:18]([C:20]([F:23])([F:22])[F:21])[N:19]=2)[CH:14]=[CH:15][CH:16]=1)[C:5]([O:7][CH2:8][CH3:9])=[O:6])=[N+]=[N-].[K+].[Br-]>>[F:21][C:20]([F:23])([F:22])[C:18]1[CH2:17][N:13]2[CH:14]=[CH:15][C:16]3[C:11]([CH:10]=[C:4]([C:5]([O:7][CH2:8][CH3:9])=[O:6])[N:1]=3)=[C:12]2[N:19]=1 |f:1.2|. Reactants: N(=[N+]=[N-])C(C(=O)OCC)=CC=1C=2N(C=CC1)C=C(N2)C(F)(F)F (Ethyl α-azido-β-(2-trifluoromethylimidazo[1,2-a]pyridin-8-yl)propenoate), ( 27 ), ( 14 ), [K+].[Br-] (KBr), ( 100 ). Starting materials: C(C)(=O)OCC (ethyl acetate), [Li]CCCC (n-BuLi), C(C)(C)NC(C)C (diisopropylamine), ICC=1N=C(SC1)C1=CC=CC=C1 (4-iodomethyl-2-phenyl-thiazole). The solvent is CN1C(N(CCC1)C)=O (1,3-dimethyl-3,4,5,6-tetrahydro-2(1H)-pyrimidinon), C1CCOC1 (THF), C1CCOC1 (THF). Conditions: temperature -78 celsius, time 15 minute. Yields the product [Li+].CC(C)[N-]C(C)C (LDA), C(C)OC(CCC=1N=C(SC1)C1=CC=CC=C1)=O (3-(2-phenyl-thiazol-4-yl)-propionic acid ethyl ester). Reaction SMILES: [Li:1]CCCC.[CH:6]([NH:9][CH:10]([CH3:12])[CH3:11])([CH3:8])[CH3:7].[C:13]([O:16][CH2:17][CH3:18])(=[O:15])[CH3:14].I[CH2:20][C:21]1[N:22]=[C:23]([C:26]2[CH:31]=[CH:30][CH:29]=[CH:28][CH:27]=2)[S:24][CH:25]=1>CN1CCCN(C)C1=O.C1COCC1>[Li+:1].[CH3:7][CH:6]([N-:9][CH:10]([CH3:12])[CH3:11])[CH3:8].[CH2:17]([O:16][C:13](=[O:15])[CH2:14][CH2:20][C:21]1[N:22]=[C:23]([C:26]2[CH:27]=[CH:28][CH:29]=[CH:30][CH:31]=2)[S:24][CH:25]=1)[CH3:18] |f:6.7|. Reported procedure: LDA was prepared by adding 4.7 ml of n-BuLi (1.6 M, hexane) to a solution of 0.76 g (7.5 mmol) of diisopropylamine in 3 ml of abs. THF at −5° C. Then, the mixture was cooled to −78° C., 0.77 g (8.74 mmol) of ethyl acetate were added and the mixture was kept for 15 minutes at that temperature to ensure complete deprotonation. Afterwards, 0.79 g (2.5 mmol) of 4-iodomethyl-2-phenyl-thiazole dissolved in 5 ml of abs. THF and 3 ml of 1,3-dimethyl-3,4,5,6-tetrahydro-2(1H)-pyrimidinon (DMPU) were added... Reactants: O=C1CCC(=O)N1Br, COc1cc2c(cc1F)-c1cc3c(n1CC2)C(=O)N(C(C)(C)C)CCCC3, CN(C)C=O, O. Yields the product COc1cc2c(cc1F)-c1c(Br)c3c(n1CC2)C(=O)N(C(C)(C)C)CCCC3. As a reaction SMILES: [Br:28][N:29]1[C:30](=[O:31])[CH2:32][CH2:33][C:34]1=[O:35].[C:1]([CH3:2])([CH3:3])([CH3:4])[N:5]1[C:6](=[O:27])[c:7]2[c:8]([cH:9][c:10]3[n:11]2[CH2:12][CH2:13][c:14]2[cH:15][c:16]([O:21][CH3:22])[c:17]([F:20])[cH:18][c:19]2-3)[CH2:23][CH2:24][CH2:25][CH2:26]1.[CH3:37][N:38]([CH3:39])[CH:40]=[O:41].[OH2:36]>>[C:1]([CH3:2])([CH3:3])([CH3:4])[N:5]1[C:6](=[O:27])[c:7]2[c:8]([c:9]([Br:28])[c:10]3[n:11]2[CH2:12][CH2:13][c:14]2[cH:15][c:16]([O:21][CH3:22])[c:17]([F:20])[cH:18][c:19]2-3)[CH2:23][CH2:24][CH2:25][CH2:26]1.